This data is from the Open Reaction Database (ORD), a public repository of structured organic reaction records. The task is: describe an organic reaction: reactants, conditions, products, and yield Starting materials: COC=1C=C2CCC(C(C2=CC1)=O)C/C=C/C=O ((E)-4-(6-methoxy-1-oxo-tetralin-2-yl)but-2-enal), CS(=O)(=O)CC(C)=O (1-methylsulfonylpropan-2-one), C(C1=CC=CC=C1)N (benzylamine). Product: C(C1=CC=CC=C1)N1C(=C(C(C=C1)CC1C(C2=CC=C(C=C2CC1)OC)=O)S(=O)(=O)C)C (2-[(1-benzyl-2-methyl-3-methylsulfonyl-4H-pyridin-4-yl)methyl]-6-methoxy-tetralin-1-one). As a reaction SMILES: [CH3:1][O:2][C:3]1[CH:4]=[C:5]2[C:10](=[CH:11][CH:12]=1)[C:9](=[O:13])[CH:8]([CH2:14]/[CH:15]=[CH:16]/[CH:17]=O)[CH2:7][CH2:6]2.[CH3:19][S:20]([CH2:23][C:24](=O)[CH3:25])(=[O:22])=[O:21].[CH2:27]([NH2:34])[C:28]1[CH:33]=[CH:32][CH:31]=[CH:30][CH:29]=1>>[CH2:27]([N:34]1[CH:17]=[CH:16][CH:15]([CH2:14][CH:8]2[CH2:7][CH2:6][C:5]3[C:10](=[CH:11][CH:12]=[C:3]([O:2][CH3:1])[CH:4]=3)[C:9]2=[O:13])[C:23]([S:20]([CH3:19])(=[O:22])=[O:21])=[C:24]1[CH3:25])[C:28]1[CH:33]=[CH:32][CH:31]=[CH:30][CH:29]=1. Reported procedure: The title compound 81 is prepared according to the procedure reported in Example 27 with aldehyde 54 (60.9 mg, 0.25 mmol), commercial 1-methylsulfonylpropan-2-one (34.0 mg, 0.25 mmol) and benzylamine (26.8 mg, 0.25 mmol) as reactants. Purification by column chromatography on SiO2 (gradient of EtOAc in Petroleum Ether) afford the title compound 81 as a pale yellow solid. (Yield 32.8 mg, 29%). The reactants are C(C)(C)(C)OC(NC1=C(C=C(C(=C1)N(C)C)Cl)N)=O ((2-amino-4-chloro-5-dimethylamino-phenyl)-carbamic acid tert.-butyl ester), C(C)(C)(C)OC(CC(C1=CC(=CC=C1)N1N=CN=C1)=O)=O (3-oxo-3-(3-[1,2,4]triazol-1-yl-phenyl)-propionic acid tert.-butyl ester). Product: C(C)(C)(C)OC(NC1=C(C=C(C(=C1)N(C)C)Cl)NC(CC(C1=CC(=CC=C1)N1N=CN=C1)=O)=O)=O ({4-Chloro-5-dimethylamino-2-[3-oxo-3-(3-[1,2,4]triazol-1-yl-phenyl)-propionylamino]-phenyl}-carbamic acid tert.-butyl ester), solid. RXN SMILES: [C:1]([O:5][C:6](=[O:19])[NH:7][C:8]1[CH:13]=[C:12]([N:14]([CH3:16])[CH3:15])[C:11]([Cl:17])=[CH:10][C:9]=1[NH2:18])([CH3:4])([CH3:3])[CH3:2].C([O:24][C:25](=O)[CH2:26][C:27](=[O:39])[C:28]1[CH:33]=[CH:32][CH:31]=[C:30]([N:34]2[CH:38]=[N:37][CH:36]=[N:35]2)[CH:29]=1)(C)(C)C>>[C:1]([O:5][C:6](=[O:19])[NH:7][C:8]1[CH:13]=[C:12]([N:14]([CH3:16])[CH3:15])[C:11]([Cl:17])=[CH:10][C:9]=1[NH:18][C:25](=[O:24])[CH2:26][C:27](=[O:39])[C:28]1[CH:33]=[CH:32][CH:31]=[C:30]([N:34]2[CH:38]=[N:37][CH:36]=[N:35]2)[CH:29]=1)([CH3:4])([CH3:2])[CH3:3]. Procedure: The title compound was prepared from (2-amino-4-chloro-5-dimethylamino-phenyl)-carbamic acid tert.-butyl ester (Example J1) and 3-oxo-3-(3-[1,2,4]triazol-1-yl-phenyl)-propionic acid tert.-butyl ester [CAS-No. 335255-88-4] according to the general procedure M. Obtained as a light yellow solid (427 mg). Starting materials: Cl.C(C)OC1=C(C=CC=C1)N1CCN(CC1)CC(=O)C1=CC=CC=2C(C(=C(OC21)C2=CC=CC=C2)C)=O (8-{2-[4-(2-Ethoxyphenyl)-1-piperazinyl]-1-oxoethyl}-3-methyl-4-oxo-2-phenyl-4H-1-benzopyran hydrochloride). The solvent is CO (methanol). The product is Cl.OC(CN1CCN(CC1)C1=C(C=CC=C1)OCC)C1=CC=CC=2C(C(=C(OC21)C2=CC=CC=C2)C)=O (8-{1-Hydroxy-2-[4-(2-ethoxyphenyl)-1-piperazinyl]-ethyl}-3-methyl-4-oxo-2-phenyl-4H-1-benzopyran hydrochloride). Reaction SMILES: [ClH:1].[CH2:2]([O:4][C:5]1[CH:10]=[CH:9][CH:8]=[CH:7][C:6]=1[N:11]1[CH2:16][CH2:15][N:14]([CH2:17][C:18]([C:20]2[C:29]3[O:28][C:27]([C:30]4[CH:35]=[CH:34][CH:33]=[CH:32][CH:31]=4)=[C:26]([CH3:36])[C:25](=[O:37])[C:24]=3[CH:23]=[CH:22][CH:21]=2)=[O:19])[CH2:13][CH2:12]1)[CH3:3]>CO>[ClH:1].[OH:19][CH:18]([C:20]1[C:29]2[O:28][C:27]([C:30]3[CH:35]=[CH:34][CH:33]=[CH:32][CH:31]=3)=[C:26]([CH3:36])[C:25](=[O:37])[C:24]=2[CH:23]=[CH:22][CH:21]=1)[CH2:17][N:14]1[CH2:15][CH2:16][N:11]([C:6]2[CH:7]=[CH:8][CH:9]=[CH:10][C:5]=2[O:4][CH2:2][CH3:3])[CH2:12][CH2:13]1 |f:0.1,3.4|. Procedure details: This compound was prepared according to Example 17, but starting from the compound prepared in Example 3 rather than that prepared in Example 1. m.p. 241°-242° C. (methanol). The reactants are CCN=C=NCCCN(C)C, CCN(C(C)C)C(C)C, CC(C)(CCOc1ccc(Cl)cc1Cl)C(=O)O, NC1C2CC3CC1CC(O)(C3)C2, CN(C)C=O, On1nnc2ccccc21. Product: CC(C)(CCOc1ccc(Cl)cc1Cl)C(=O)NC1C2CC3CC1CC(O)(C3)C2. Reaction SMILES: [CH3:28][CH2:29][N:30]=[C:31]=[N:32][CH2:33][CH2:34][CH2:35][N:36]([CH3:37])[CH3:38].[CH:39]([N:40]([CH2:41][CH3:42])[CH:43]([CH3:44])[CH3:45])([CH3:46])[CH3:47].[Cl:1][c:2]1[c:3]([O:4][CH2:5][CH2:6][C:7]([C:8](=[O:9])[OH:10])([CH3:11])[CH3:12])[cH:13][cH:14][c:15]([Cl:17])[cH:16]1.[NH2:48][CH:49]1[CH:50]2[CH2:51][C:52]3([OH:59])[CH2:53][CH:54]([CH2:55][CH:56]1[CH2:57]3)[CH2:58]2.[O:60]=[CH:61][N:62]([CH3:63])[CH3:64].[OH:18][n:19]1[c:20]2[c:21]([cH:22][cH:23][cH:24][cH:25]2)[n:26][n:27]1>>[Cl:1][c:2]1[c:3]([O:4][CH2:5][CH2:6][C:7]([C:8](=[O:10])[NH:48][CH:49]2[CH:50]3[CH2:51][C:52]4([OH:59])[CH2:53][CH:54]([CH2:55][CH:56]2[CH2:57]4)[CH2:58]3)([CH3:11])[CH3:12])[cH:13][cH:14][c:15]([Cl:17])[cH:16]1. Reactants: [Cr](=O)(=O)([O-])O[Cr](=O)(=O)[O-].[NH+]1=CC=CC=C1.[NH+]1=CC=CC=C1 (pyridinium dichromate), CC1=NC(=CC(=C1CO)C1=CC=C(C=C1)F)C (2,6-Dimethyl-4-(4-fluorophenyl)-3-hydroxymethyl-pyridine). Solvent: ClCCl (dichloromethane). Conditions: temperature 250 celsius, time 2 hour. The product is CC1=NC(=CC(=C1C=O)C1=CC=C(C=C1)F)C (2,6-Dimethyl-4-(4-fluorophenyl)-pyridine-3-carbaldehyde). As a reaction SMILES: [Cr](O[Cr]([O-])(=O)=O)([O-])(=O)=O.[NH+]1C=CC=CC=1.[NH+]1C=CC=CC=1.[CH3:22][C:23]1[C:28]([CH2:29][OH:30])=[C:27]([C:31]2[CH:36]=[CH:35][C:34]([F:37])=[CH:33][CH:32]=2)[CH:26]=[C:25]([CH3:38])[N:24]=1>ClCCl>[CH3:22][C:23]1[C:28]([CH:29]=[O:30])=[C:27]([C:31]2[CH:36]=[CH:35][C:34]([F:37])=[CH:33][CH:32]=2)[CH:26]=[C:25]([CH3:38])[N:24]=1 |f:0.1.2|. Procedure details: 1.5 g (7 mmol) of pyridinium dichromate are added in portions to 1.0 g (4.3 mmol) of the compound from Example 29 in 20 ml of dichloromethane, the mixture is stirred for 2 h at 250° C., after concentrating chromatographed over 150 g of silica gel using dichloromethane/methanol 10:1 and 0.71 g of product are obtained. The reactants are FC1=C(C=CC(=C1)F)[C@]1(OC1)[C@H](C)O ((1S)-1-[(2R)-2-(2,4-difluorophenyl)-2-oxiranyl]ethanol), FC(COC1=CC=C(C=C1)N1C(NC=C1)=O)(C(C(C(F)F)(F)F)(F)F)F (1-[4-(2,2,3,3,4,4,5,5-octafluoropentoxy)phenyl]-2(1H,3H)-imidazolone). Yields the product FC1=C(C=CC(=C1)F)[C@]1([C@@H](C)N2C(N(C=C2)C2=CC=C(C=C2)OCC(C(C(C(F)F)(F)F)(F)F)(F)F)=O)CO1 (1-[(1R,2S)-2-(2,4-difluorophenyl)-2,3-epoxy-1-methylpropyl]-3-(4-(2,2,3,3,4,4,5,5-octafluoropentoxy)phenyl]-2(1H,3H)-imidazolone). Isolated yield 13.1%. RXN SMILES: [F:1][C:2]1[CH:7]=[C:6]([F:8])[CH:5]=[CH:4][C:3]=1[C@:9]1([C@@H:12](O)[CH3:13])[CH2:11][O:10]1.[F:15][C:16]([F:40])([C:31]([F:39])([F:38])[C:32]([F:37])([F:36])[CH:33]([F:35])[F:34])[CH2:17][O:18][C:19]1[CH:24]=[CH:23][C:22]([N:25]2[CH:29]=[CH:28][NH:27][C:26]2=[O:30])=[CH:21][CH:20]=1>>[F:1][C:2]1[CH:7]=[C:6]([F:8])[CH:5]=[CH:4][C:3]=1[C@:9]1([O:10][CH2:11]1)[C@H:12]([N:27]1[CH:28]=[CH:29][N:25]([C:22]2[CH:21]=[CH:20][C:19]([O:18][CH2:17][C:16]([F:15])([F:40])[C:31]([F:38])([F:39])[C:32]([F:37])([F:36])[CH:33]([F:35])[F:34])=[CH:24][CH:23]=2)[C:26]1=[O:30])[CH3:13]. Reported procedure: In the same manner as in Reference Example 5, starting from 0.83 g of (1S)-1-[(2R)-2-(2,4-difluorophenyl)-2-oxiranyl]ethanol and 1.56 g of 1-[4-(2,2,3,3,4,4,5,5-octafluoropentoxy)phenyl]-2(1H,3H)-imidazolone, 0.30 g of 1-[(1R,2S)-2-(2,4-difluorophenyl)-2,3-epoxy-1-methylpropyl]-3-(4-(2,2,3,3,4,4,5,5-octafluoropentoxy)phenyl]-2(1H,3H)-imidazolone was obtained as a colorless viscous oil.